Dataset: the Open Reaction Database (ORD), a public repository of structured organic reaction records. Task: describe an organic reaction: reactants, conditions, products, and yield The reactants are FC1=C(C=CC(=C1F)CCC)C1=CC(=C(C=C1)OCOC)F (2,3,3′-trifluoro-4′-methoxymethoxy-4-propylbiphenyl), FC1=C(C=CC(=C1F)CCC)I (2,3-difluoro-4-propyliodobenzene), OB(C1=CC(=C(C=C1)OCOC)F)O (dihydroxy(3-fluoro-4-methoxymethoxyphenyl)borane), Cl (hydrochloric acid). The reagents and catalysts are [Pd] (Pd). Solvent: CO (methanol), O (Water). The product is FC1=C(C=CC(=C1F)CCC)C1=CC(=C(C=C1)O)F (2,3,3′-trifluoro-4′-hydroxy-4-propylbiphenyl). Yield: 99.1%. RXN SMILES: [F:1][C:2]1[C:7]([F:8])=[C:6]([CH2:9][CH2:10][CH3:11])[CH:5]=[CH:4][C:3]=1[C:12]1[CH:17]=[CH:16][C:15]([O:18]COC)=[C:14]([F:22])[CH:13]=1.FC1C(F)=C(CCC)C=CC=1I.OB(O)C1C=CC(OCOC)=C(F)C=1.Cl>[Pd].O.CO>[F:1][C:2]1[C:7]([F:8])=[C:6]([CH2:9][CH2:10][CH3:11])[CH:5]=[CH:4][C:3]=1[C:12]1[CH:17]=[CH:16][C:15]([OH:18])=[C:14]([F:22])[CH:13]=1. Reported procedure: Solution of 10.0 g (32.2 mmol) of 2,3,3′-trifluoro-4′-methoxymethoxy-4-propylbiphenyl [prepared by cross coupling reaction of 2,3-difluoro-4-propyliodobenzene with dihydroxy(3-fluoro-4-methoxymethoxyphenyl)borane in the presence of a Pd catalyst], 50 ml of methanol, and 10 ml of a concentrated hydrochloric acid was heated to reflux for 3 hours. Water in an amount of 50 ml was added to the reaction liquid and subjected to extraction with 100 ml of diethyl ether. After the organic layer thus obtai... Procedure details: 3-{5-(1H-pyrrol-2-yl)-[1,2,4]oxadiazol-3-yl}-pyridine (1 g; 0.5 mmol) in 15 ml of dry THF at −70° C. was added 0.18 g of sodium hexamethyl disilazide (1 mmol), the reaction mixture was stirred at −70° C. for 30 min. and at 0° C. for 1 hour. The reaction mixture was cooled to −70° C. and added 0.076 g of iodomethane (0.52 mmol). The reaction mixture was stirred at −70° C. for ½ hour, then at room temperature overnight. The product was isolated by column chromatography. Yield 0.04 g of yellow soli... The reactants are N1C(=CC=C1)C1=NC(=NO1)C=1C=NC=CC1 (3-{5-(1H-pyrrol-2-yl)-[1,2,4]oxadiazol-3-yl}-pyridine), C[Si]([N-][Si](C)(C)C)(C)C.[Na+] (sodium hexamethyl disilazide), yellow solid, IC (iodomethane). Reaction conditions: temperature 0 celsius, time 1 hour. Reaction SMILES: [NH:1]1[CH:5]=[CH:4][CH:3]=[C:2]1[C:6]1[O:10][N:9]=[C:8]([C:11]2[CH:12]=[N:13][CH:14]=[CH:15][CH:16]=2)[N:7]=1.[CH3:17][Si](C)(C)[N-][Si](C)(C)C.[Na+].IC>C1COCC1>[CH3:17][N:1]1[CH:5]=[CH:4][CH:3]=[C:2]1[C:6]1[O:10][N:9]=[C:8]([C:11]2[CH:12]=[N:13][CH:14]=[CH:15][CH:16]=2)[N:7]=1 |f:1.2|. Yields the product CN1C(=CC=C1)C1=NC(=NO1)C=1C=NC=CC1 (3-{5-(1-Methyl-1H-pyrrol-2-yl)-[1,2,4]oxadiazol-3-yl}-pyridine). The solvent is C1CCOC1 (THF). Starting materials: OCC(O)CO (glycerol), C(CCCCC(=O)O)(=O)O (adipic acid), OCC(O)CO (glycerol), C(CCCCC(=O)O)(=O)O (adipic acid). Run in O (Water), O (water). Reaction conditions: temperature 100 celsius. Yields the product C(CCCCC(=O)O)(=O)O.OCC(O)CO (Adipic Acid Glycerol). Reaction SMILES: [OH:1][CH2:2][CH:3]([CH2:5][OH:6])[OH:4].[C:7]([OH:16])(=[O:15])[CH2:8][CH2:9][CH2:10][CH2:11][C:12]([OH:14])=[O:13]>O>[C:7]([OH:16])(=[O:15])[CH2:8][CH2:9][CH2:10][CH2:11][C:12]([OH:14])=[O:13].[OH:1][CH2:2][CH:3]([CH2:5][OH:6])[OH:4] |f:3.4|. Procedure: To a 1-liter heated resin kettle equipped with agitator, thermometer, and condenser with distillation head, 294 g (9.64 equivalents) of glycerol was added. The glycerol was agitated and heated to about 100° C., and 704 g (9.64 equivalents) of adipic acid was added. After all the adipic acid was added, the batch was heated to 150-200° C. and water was taken off at atmospheric pressure. Water began to distill when the temperature of the reaction mixture reached 150 to 160° C. The batch was heated ... Reactants: O=[N+]([O-])c1cc(O)c(F)cc1Br, O=C([O-])[O-], CI, [K+], [K+], CN(C)C=O. Product: COc1cc([N+](=O)[O-])c(Br)cc1F. RXN SMILES: [Br:1][c:2]1[cH:3][c:4]([F:12])[c:5]([OH:11])[cH:6][c:7]1[N+:8](=[O:9])[O-:10].[C:13](=[O:14])([O-:15])[O-:16].[CH3:19][I:20].[K+:17].[K+:18].[O:21]=[CH:22][N:23]([CH3:24])[CH3:25]>>[Br:1][c:2]1[cH:3][c:4]([F:12])[c:5]([O:11][CH3:13])[cH:6][c:7]1[N+:8](=[O:9])[O-:10].